From a dataset of the Open Reaction Database (ORD), a public repository of structured organic reaction records. describe an organic reaction: reactants, conditions, products, and yield Reactants: FC1=C(C=CC(=C1)I)NC1=C(C(N(C(N1C)=O)C)=O)C(=O)OC1=CC=CC=C1 (Phenyl 6-(2-fluoro-4-iodophenylamino)-1,3-dimethyl-2,4-dioxo-1,2,3,4-tetrahydropyrimidine-5-carboxylate), C(CN)N (ethane-1,2-diamine). Product: NCCNC(=O)C=1C(N(C(N(C1NC1=C(C=C(C=C1)I)F)C)=O)C)=O (N-(2-Aminoethyl)-6-(2-fluoro-4-iodophenylamino)-1,3-dimethyl-2,4-dioxo-1,2,3,4-tetrahydropyrimidine-5-carboxamide). Reaction SMILES: [F:1][C:2]1[CH:7]=[C:6]([I:8])[CH:5]=[CH:4][C:3]=1[NH:9][C:10]1[N:15]([CH3:16])[C:14](=[O:17])[N:13]([CH3:18])[C:12](=[O:19])[C:11]=1[C:20]([O:22]C1C=CC=CC=1)=O.[CH2:29]([NH2:32])[CH2:30][NH2:31]>>[NH2:31][CH2:30][CH2:29][NH:32][C:20]([C:11]1[C:12](=[O:19])[N:13]([CH3:18])[C:14](=[O:17])[N:15]([CH3:16])[C:10]=1[NH:9][C:3]1[CH:4]=[CH:5][C:6]([I:8])=[CH:7][C:2]=1[F:1])=[O:22]. Procedure details: Example 42 was synthesized following a similar procedure described in the synthesis of Example 5 by reaction of compound 2A and ethane-1,2-diamine. 1H NMR (400 MHz, CDCl3) δ 7.67 (d, J=8.0 Hz, 1H) 7.62 (d, J=8.0 Hz, 1H) 7.01 (t, J=8.0 Hz, 1H) 3.63 (t, J=4.0 Hz, 2H) 3.27 (s, 3H) 3.15 (t, J=4.0 Hz, 2H) 3.11 (s, 3H). [M+H] calc'd for C15H17FIN5O3, 462; found, 462. The reactants are ice, NC=1C=C(C(=O)N)C=CC1 (3-aminobenzamide), C(C=C)(=O)Cl (Propenoyl chloride). Solvent: CC(=O)C (acetone). Conditions: time 30 minute. Product: C(C=C)(=O)NC=1C=C(C(=O)N)C=CC1 (3-propenoylaminobenzamide). The yield is 44.0%. As a reaction SMILES: [C:1](Cl)(=[O:4])[CH:2]=[CH2:3].[NH2:6][C:7]1[CH:8]=[C:9]([CH:13]=[CH:14][CH:15]=1)[C:10]([NH2:12])=[O:11]>CC(C)=O>[C:1]([NH:6][C:7]1[CH:8]=[C:9]([CH:13]=[CH:14][CH:15]=1)[C:10]([NH2:12])=[O:11])(=[O:4])[CH:2]=[CH2:3]. Reported procedure: Propenoyl chloride from Aldrich Chemical Company Ltd. (2.2 gm, 24.3 mMole) was added dropwise to an ice-cold solution of 3-aminobenzamide (5.0 gm, 36.8 mMole) in 30 ml of acetone. The mixture was stirred on ice for 30 minutes, and then the white precipitate was filtered off and washed with cold acetone and then with cold water to give 4.2 gm of white product. The product was crystallized from 25% aqueous dimethyl sulphoxide and the crystallized product had a melting point of 229° C. to 230° C. T... Starting materials: ClC(COC(=O)NC=1SC=C(N1)/C(/C(=O)OCC)=N/OC1C(NCC1)=O)(Cl)Cl (ethyl (Z)-2-[2-(2,2,2-trichloroethoxycarbonylamino)thiazol-4-yl]-2-[(2-pyrrolidon-3-yl)oxyimino]acetate), [OH-].[Na+] (sodium hydroxide). The solvent is CO (methanol). Run at time 1 hour. Product: ClC(COC(=O)NC=1SC=C(N1)C(C(=O)O)=NOC1C(NCC1)=O)(Cl)Cl ((2-(2,2,2-trichloroethoxycarbonyl-amino)thiazol-4-yl]-2-[(2-pyrrolidon-3-yl)oxyimino]acetic acid). Reaction SMILES: [Cl:1][C:2]([Cl:28])([Cl:27])[CH2:3][O:4][C:5]([NH:7][C:8]1[S:9][CH:10]=[C:11](/[C:13](=[N:19]/[O:20][CH:21]2[CH2:25][CH2:24][NH:23][C:22]2=[O:26])/[C:14]([O:16]CC)=[O:15])[N:12]=1)=[O:6].[OH-].[Na+]>CO>[Cl:28][C:2]([Cl:1])([Cl:27])[CH2:3][O:4][C:5]([NH:7][C:8]1[S:9][CH:10]=[C:11]([C:13](=[N:19][O:20][CH:21]2[CH2:25][CH2:24][NH:23][C:22]2=[O:26])[C:14]([OH:16])=[O:15])[N:12]=1)=[O:6] |f:1.2|. Procedure details: 1.42 g of ethyl (Z)-2-[2-(2,2,2-trichloroethoxycarbonylamino)thiazol-4-yl]-2-[(2-pyrrolidon-3-yl)oxyimino]acetate are suspended in 30 ml of methanol, and 3 ml of 2N sodium hydroxide are added thereto with ice-cooling. The mixture is stirred at room temperature for one hour and then refluxed for 30 minutes with heating. Then, the mixture is concentrated under reduced pressure to dryness. 5 ml of water are added to the residue, and the aqueous mixture is washed with ethyl acetate. The aqueous mixt... Reactants: C(C)(C)(C)OC(=O)N1CC(CC1)C1=C(C(C=2C(N1)=NNC2)C2=C(C=CC=C2)Cl)C#N (6-(1-tert-Butoxycarbonylpyrrolidin-3-yl)-4-(2-chlorophenyl)-5-cyano-4,7-dihydro-2H-pyrazolo[3,4-b]pyridine), O1CCOCC1.Cl (HCl dioxane). Reaction conditions: time 2 hour. The product is ClC1=C(C=CC=C1)C1C=2C(NC(=C1C#N)C1CNCC1)=NNC2 (4-(2-Chlorophenyl)-5-cyano-4,7-dihydro-6-(pyrrolidin-3-yl)-2H-pyrazolo[3,4-b]pyridine). Isolated yield 85.2%. As a reaction SMILES: C(OC([N:8]1[CH2:12][CH2:11][CH:10]([C:13]2[NH:18][C:17]3=[N:19][NH:20][CH:21]=[C:16]3[CH:15]([C:22]3[CH:27]=[CH:26][CH:25]=[CH:24][C:23]=3[Cl:28])[C:14]=2[C:29]#[N:30])[CH2:9]1)=O)(C)(C)C.O1CCOCC1.Cl>>[Cl:28][C:23]1[CH:24]=[CH:25][CH:26]=[CH:27][C:22]=1[CH:15]1[C:14]([C:29]#[N:30])=[C:13]([CH:10]2[CH2:11][CH2:12][NH:8][CH2:9]2)[NH:18][C:17]2=[N:19][NH:20][CH:21]=[C:16]12 |f:1.2|. Procedure: 6-(1-tert-Butoxycarbonylpyrrolidin-3-yl)-4-(2-chlorophenyl)-5-cyano-4,7-dihydro-2H-pyrazolo[3,4-b]pyridine (706 mg) was added to 4N-HCl dioxane solution (5 mL) at room temperature and the mixture was stirred for 2 hours. The solvent was evaporated under reduced pressure and the residue was washed by ethanol-ethyl acetate, and the precipitated crystals were collected by filtration to give the title compound (460 mg) as colorless crystals. Reactants: Cl.O=C1NCN(C12CCN(CC2)CCCCN2C(C1=CC=CC=3C1=C(C2=O)C=CC3)=O)C3=CC=CC=C3 (2-[4-(4-Oxo-1-phenyl-1,3,8-triazaspiro[4.5]decan-8-yl)butyl]-1H-benz[de]isoquinoline-1,3(2H)-dione, hydrochloride), BrCCCCCBr (1,5-dibromopentane), BrCCCCBr (1,4-dibromobutane). The product is BrCCCCCN1C(C2=CC=CC=3C2=C(C1=O)C=CC3)=O (2-(5-bromopentyl)-1H-benz[de]isoquinoline-1,3(2H)-dione). RXN SMILES: Cl.O=C1C2(CCN(CCCC[N:17]3[C:26](=[O:27])[C:25]4[CH:28]=[CH:29][CH:30]=[C:23]5[C:24]=4[C:19](=[CH:20][CH:21]=[CH:22]5)[C:18]3=[O:31])CC2)N(C2C=CC=CC=2)CN1.Br[CH2:39][CH2:40][CH2:41][CH2:42][CH2:43][Br:44].BrCCCCBr>>[Br:44][CH2:43][CH2:42][CH2:41][CH2:40][CH2:39][N:17]1[C:26](=[O:27])[C:25]2[CH:28]=[CH:29][CH:30]=[C:23]3[C:24]=2[C:19](=[CH:20][CH:21]=[CH:22]3)[C:18]1=[O:31] |f:0.1|. Procedure details: Following the procedure of part (a) of example 26 but substituting 1,5-dibromopentane for the 1,4-dibromobutane, one obtains 2-(5-bromopentyl)-1H-benz[de]isoquinoline-1,3(2H)-dione; m.p. 113°-115°. Starting materials: NC=1SC=CN1 (2-amino-thiazole), N1=C(C=CC=C1)C#CC1=CC=C(S1)C=O (5-(pyridine-2-yl-ethynyl)-thiophene-2-carbaldehyde), CC(C)(CC(C)(C)C)[N+]#[C-] ((2,4,4-trimethylpentane-2-yl)-isocyanide), Cl(=O)(=O)(=O)O (perchloric acid), C(=O)([O-])[O-].[Na+].[Na+] (Na2CO3). The solvent is C(Cl)(Cl)Cl (chloroform), C(Cl)Cl (DCM). Reaction conditions: time 5 day. The product is CC(C)(CC(C)(C)C)NC1=CN=C2SC=CN21 (N-(2,4,4-trimethylpentane-2-yl)imidazo[2,1-b]thiazole-5-amine). As a reaction SMILES: [NH2:1][C:2]1[S:3][CH:4]=[CH:5][N:6]=1.N1C=CC=C[C:8]=1C#CC1SC(C=O)=CC=1.[CH3:22][C:23]([N+:30]#[C-:31])([CH2:25][C:26]([CH3:29])([CH3:28])[CH3:27])[CH3:24].Cl(O)(=O)(=O)=O.C([O-])([O-])=O.[Na+].[Na+]>C(Cl)(Cl)Cl.C(Cl)Cl>[CH3:22][C:23]([NH:30][C:31]1[N:6]2[C:2]([S:3][CH:4]=[CH:5]2)=[N:1][CH:8]=1)([CH2:25][C:26]([CH3:29])([CH3:28])[CH3:27])[CH3:24] |f:4.5.6|. Procedure details: A solution of 5.0 g (50.0 mmol) 2-amino-thiazole, 10.7 g (50.0 mmol) 5-(pyridine-2-yl-ethynyl)-thiophene-2-carbaldehyde, 7.0 g (50.0 mmol) (2,4,4-trimethylpentane-2-yl)-isocyanide and 1.0 ml of a 70% aq. perchloric acid in chloroform (25 ml) was heated to 50° C. while being stirred for 5 d. Dilution with DCM was subsequently performed and a 1 molar aq. Na2CO3 sol. was added. After 10 min of stirring at RT, the phases were separated. The aqueous phase was extracted with DCM. The collected organic...